Dataset: the Open Reaction Database (ORD), a public repository of structured organic reaction records. Task: describe an organic reaction: reactants, conditions, products, and yield Reactants: CC=1N=C(SC1C)N (4,5-dimethylthiazol-2-ylamine), BrC(C)C1=CC=CC=C1 ((1-bromo-ethyl)benzene), C12(CC3CC(CC(C1)C3)C2)C(=O)O (1-adamantane carboxylic acid). Product: CC=1N(/C(/SC1C)=N/C(=O)C12CC3CC(CC(C1)C3)C2)C(C)C2=CC=CC=C2 (N-[(2Z)-4,5-dimethyl-3-(1-phenylethyl)-1,3-thiazol-2(3H)-ylidene]adamantane-1-carboxamide). Reaction SMILES: [CH3:1][C:2]1[N:3]=[C:4]([NH2:8])[S:5][C:6]=1[CH3:7].Br[CH:10]([C:12]1[CH:17]=[CH:16][CH:15]=[CH:14][CH:13]=1)[CH3:11].[C:18]12([C:28](O)=[O:29])[CH2:27][CH:22]3[CH2:23][CH:24]([CH2:26][CH:20]([CH2:21]3)[CH2:19]1)[CH2:25]2>>[CH3:1][C:2]1[N:3]([CH:10]([C:12]2[CH:17]=[CH:16][CH:15]=[CH:14][CH:13]=2)[CH3:11])/[C:4](=[N:8]/[C:28]([C:18]23[CH2:27][CH:22]4[CH2:23][CH:24]([CH2:26][CH:20]([CH2:21]4)[CH2:19]2)[CH2:25]3)=[O:29])/[S:5][C:6]=1[CH3:7]. Procedure: 4,5-dimethylthiazol-2-ylamine, (1-bromo-ethyl)benzene and 1-adamantane carboxylic acid were processed according to the method of Example 47 to afford the title compound. 1H NMR (CDCl3, 500 MHz) δ ppm 1.51-1.75 (m, 12 H) 1.91 (d, J=6.86 Hz, 6 H) 2.03-2.11 (m, 3 H) 2.14 (s, 3 H) 5.98-6.31 (m, 1 H) 7.21 (d, J=8.11 Hz, 2 H) 7.25 (t, J=7.33 Hz, 1 H) 7.34 (t, J=7.49 Hz, 2 H); MS (ESI) m/z 394 (M+H)+. Starting materials: C(C)OCC (diethyl ether), C(CCCCCCCCCCCCCC)(=O)O (n-pentadecanoic acid), S(=O)(Cl)Cl (thionyl chloride), O[C@@H](C[N+](C)(C)C)CC([O-])=O (L-carnitine). Run in ClC(C(=O)O)(Cl)Cl (trichloroacetic acid). Run at time 3 hour. The product is [Cl-].C(=O)(O)C[C@H](C[N+](C)(C)C)OC(CCCCCCCCCCCCCC)=O ((R)-(3-carboxy-2-pentadecanoyloxypropyl)trimethylammonium chloride). The yield is 83.9%. RXN SMILES: [C:1]([OH:17])(=[O:16])[CH2:2][CH2:3][CH2:4][CH2:5][CH2:6][CH2:7][CH2:8][CH2:9][CH2:10][CH2:11][CH2:12][CH2:13][CH2:14][CH3:15].S(Cl)([Cl:20])=O.O[C@H:23]([CH2:29][C:30](=[O:32])[O-:31])[CH2:24][N+:25]([CH3:28])([CH3:27])[CH3:26].C(OCC)C>ClC(Cl)(Cl)C(O)=O>[Cl-:20].[C:30]([CH2:29][C@@H:23]([O:16][C:1](=[O:17])[CH2:2][CH2:3][CH2:4][CH2:5][CH2:6][CH2:7][CH2:8][CH2:9][CH2:10][CH2:11][CH2:12][CH2:13][CH2:14][CH3:15])[CH2:24][N+:25]([CH3:28])([CH3:27])[CH3:26])([OH:32])=[O:31] |f:5.6|. Procedure: After a mixture of n-pentadecanoic acid (25 g, 103 mmol) and thionyl chloride (3.15 g, 26.5 mmol) was stirred for 3 hours at 75° to 80° C., a solution of L-carnitine (4.27 g, 26.5 mmol) in 25 g of trichloroacetic acid was added at 60° C. The resulting mixture was stirred for 3 hours at 80° C. under argon atmosphere and then poured into stirred 100 ml of diethyl ether. The precipitates were collected by filtration, washed with diethyl ether and then dried to give 11.8 g of a crude desired product... The reactants are FC1=CC=C2NC(C(N(C2=C1)CC(=O)OCC)=O)=O (ethyl 2-(7-fluoro-2,3-dioxo-1,2,3,4-tetrahydroquinoxalin-1-yl)acetate), [N+](=O)(O)[O-] (nitric acid), ice water. The solvent is S(O)(O)(=O)=O (sulfuric acid). Product: FC1=C(C=C2NC(C(N(C2=C1)CC(=O)OCC)=O)=O)[N+](=O)[O-] (ethyl 2-(7-fluoro-6-nitro-2,3-dioxo-1,2,3,4-tetrahydroquinoxalin-1-yl)acetate). Isolated yield 96.0%. RXN SMILES: [F:1][C:2]1[CH:11]=[C:10]2[C:5]([NH:6][C:7](=[O:19])[C:8](=[O:18])[N:9]2[CH2:12][C:13]([O:15][CH2:16][CH3:17])=[O:14])=[CH:4][CH:3]=1.[N+:20]([O-])([OH:22])=[O:21]>S(=O)(=O)(O)O>[F:1][C:2]1[CH:11]=[C:10]2[C:5]([NH:6][C:7](=[O:19])[C:8](=[O:18])[N:9]2[CH2:12][C:13]([O:15][CH2:16][CH3:17])=[O:14])=[CH:4][C:3]=1[N+:20]([O-:22])=[O:21]. Procedure details: In 15 ml of concentrated sulfuric acid, under below 0° C., 1.20 g of ethyl 2-(7-fluoro-2,3-dioxo-1,2,3,4-tetrahydroquinoxalin-1-yl)acetate were added to dissolve the latter in the former. While stirring, 0.21 ml of fuming nitric acid (d=1.52) was added dropwise to the resulting solution and they were stirred at the same temperature for 30 minutes. The reaction mixture was poured into ice water. The crystals so precipitated were collected by filtration, washed with water and then, dried under red... The product is FC(C(=O)O)(F)F.COC(C(NC([C@@H](N)COC#CC)=O)(C)C)=O (O-Propynyl L-Seryl α,α-Dimethylglycine Methyl Ester Trifluoroacetate). RXN SMILES: [CH3:1][O:2][C:3](=[O:24])[C:4]([CH3:23])([CH3:22])[NH:5][C:6](=[O:21])[C@H:7]([CH2:16][O:17][C:18]#[C:19][CH3:20])[NH:8]C(OC(C)(C)C)=O.[C:25]([OH:31])([C:27]([F:30])([F:29])[F:28])=[O:26]>C(Cl)Cl>[F:28][C:27]([F:30])([F:29])[C:25]([OH:31])=[O:26].[CH3:1][O:2][C:3](=[O:24])[C:4]([CH3:23])([CH3:22])[NH:5][C:6](=[O:21])[C@H:7]([CH2:16][O:17][C:18]#[C:19][CH3:20])[NH2:8] |f:3.4|. The reactants are COC(C(NC([C@@H](NC(=O)OC(C)(C)C)COC#CC)=O)(C)C)=O (N-Tert-Butoxycarbonyl O-Propynyl-L-Seryl α,α-Dimethylglycine Methyl Ester), C(=O)(C(F)(F)F)O (TFA). Reported procedure: Purified N-tert-butoxycarbonyl O-propynyl-L-seryl α,α-dimethylglycine methyl ester 14 (2.27 g, 6.63 mmol) was dissolved in 50% (v/v) TFA in CH2Cl2 and the reaction mixture stirred for 1 h 10 min at room temperature. The solvent and bulk of excess TFA were evaporated and CH2Cl2 (3×20 mL) added and evaporated. Diethyl ether (25 mL) was added causing a white solid to precipitate on standing. The Et2O was decanted off and the residue washed with more Et2O (2×25 mL). After decantation of the Et2O the... Conditions: time 10 minute. Solvent: C(Cl)Cl (CH2Cl2). Yield: 89.0%. Starting materials: Cl.ClCCN1CCOCC1 (N-chloroethyl morpholine hydrochloride), [OH-] (hydroxide), [OH-].[Na+] (sodium hydroxide), Cl (hydrochloride). The solvent is C1(=CC=CC=C1)C (toluene), O (water), O (water). Reaction conditions: time 5 minute. The product is ClCCN1CCOCC1 (N-chloroethyl morpholine). RXN SMILES: Cl.[Cl:2][CH2:3][CH2:4][N:5]1[CH2:10][CH2:9][O:8][CH2:7][CH2:6]1.[OH-].[Na+].Cl.[OH-]>C1(C)C=CC=CC=1.O>[Cl:2][CH2:3][CH2:4][N:5]1[CH2:10][CH2:9][O:8][CH2:7][CH2:6]1 |f:0.1,2.3|. Procedure: A solution of N-chloroethyl morpholine in toluene was prepared in the following manner. 930.4 grams of N-chloroethyl morpholine hydrochloride (5 moles) available commercially from Aldrich Chemical Co. was dissolved in 500 milliliters water. A solution of 300.0 grams of sodium hydroxide in 300 milliliters water was slowly added to the hydrochloride solution keeping the temperature below 35° C. during addition. After all the hydroxide solution had been added, the reaction was allowed to stir at ro...